From a dataset of the Open Reaction Database (ORD), a public repository of structured organic reaction records. describe an organic reaction: reactants, conditions, products, and yield Reactants: OCCN1CCN(CC1)CCCC1=C(NC=2CCCCC12)C=O (3-{3-[4-(2-Hydroxyethyl)-piperazin-1-yl]-propyl}-4,5,6,7-tetrahydro-1H-indole-2-carbaldehyde), OC1CCN(CC1)CCCC1=C(NC=2CCCCC12)C=O (3-[3-(4-hydroxy-piperidin-1-yl)-propyl]-4,5,6,7-tetrahydro-1H-indole-2-carbaldehyde), CNS(=O)(=O)C=1C=C2CC(NC2=CC1)=O (5-methylaminosulfonyloxindole). The product is CNS(=O)(=O)C=1C=C2/C(/C(NC2=CC1)=O)=C/C=1NC=2CCCCC2C1CCCN1CCN(CC1)CCO (3-[1-(3-{3-[4-(2-hydroxy-ethyl)-piperazin-1-yl]-propyl}-4,5,6,7-tetrahydro-1H-indol-2-yl)-meth-(Z)-ylidene]-2-oxo-2,3-dihydro-1H-indole-5-sulfonic acid methylamide). The yield is 62.5%. Reaction SMILES: [OH:1][CH2:2][CH2:3][N:4]1[CH2:9][CH2:8][N:7]([CH2:10][CH2:11][CH2:12][C:13]2[C:21]3[CH2:20][CH2:19][CH2:18][CH2:17][C:16]=3[NH:15][C:14]=2[CH:22]=O)[CH2:6][CH2:5]1.OC1CCN(CCCC2C3CCCCC=3NC=2C=O)CC1.[CH3:45][NH:46][S:47]([C:50]1[CH:51]=[C:52]2[C:56](=[CH:57][CH:58]=1)[NH:55][C:54](=[O:59])[CH2:53]2)(=[O:49])=[O:48]>>[CH3:45][NH:46][S:47]([C:50]1[CH:51]=[C:52]2[C:56](=[CH:57][CH:58]=1)[NH:55][C:54](=[O:59])/[C:53]/2=[CH:22]\[C:14]1[NH:15][C:16]2[CH2:17][CH2:18][CH2:19][CH2:20][C:21]=2[C:13]=1[CH2:12][CH2:11][CH2:10][N:7]1[CH2:6][CH2:5][N:4]([CH2:3][CH2:2][OH:1])[CH2:9][CH2:8]1)(=[O:49])=[O:48]. Reported procedure: 3-{3-[4-(2-Hydroxyethyl)-piperazin-1-yl]-propyl}-4,5,6,7-tetrahydro-1H-indole-2-carbaldehyde (64 mg, 0.2 mmol), prepared by following the procedure described for 3-[3-(4-hydroxy-piperidin-1-yl)-propyl]-4,5,6,7-tetrahydro-1H-indole-2-carbaldehyde (Example 20), was condensed with 5-methylaminosulfonyloxindole (46 mg, 0.2 mmol) to give 66 mg of the desired product.